This data is from the Open Reaction Database (ORD), a public repository of structured organic reaction records. The task is: describe an organic reaction: reactants, conditions, products, and yield Reactants: CC1=CSC2=CN=CC=C21 (3-Methyl-thieno[2,3-c]pyridine), C(C)C(CC)C=1C=2N(N=C(C1)C)C(=C(N2)C)I (8-(1-ethyl-propyl)-3-iodo-2,6-dimethyl-imidazo[1,2-b]pyridazine), PdCl2(pddf), [Li]CCCC (n-BuLi), CCCCCC (hexane). The reagents and catalysts are [Cl-].[Cl-].[Zn+2] (ZnCl2). The solvent is C1CCOC1 (THF), C1CCOC1 (THF). Conditions: temperature -78 celsius, time 10 minute. The product is C(C)C(CC)C=1C=2N(N=C(C1)C)C(=C(N2)C)C2=C(C=1C(=CN=CC1)S2)C (8-(1-Ethyl-propyl)-2,6-dimethyl-3-(3-methyl-thieno[2,3-c]pyridin-2-yl)-imidazo[1,2-b]pyridazine). Isolated yield 44.9%. RXN SMILES: [CH3:1][C:2]1[C:10]2[C:5](=[CH:6][N:7]=[CH:8][CH:9]=2)[S:4][CH:3]=1.[Li]CCCC.CCCCCC.[CH2:22]([CH:24]([C:27]1[C:28]2[N:29]([C:34](I)=[C:35]([CH3:37])[N:36]=2)[N:30]=[C:31]([CH3:33])[CH:32]=1)[CH2:25][CH3:26])[CH3:23]>C1COCC1.[Cl-].[Cl-].[Zn+2]>[CH2:22]([CH:24]([C:27]1[C:28]2[N:29]([C:34]([C:3]3[S:4][C:5]4=[CH:6][N:7]=[CH:8][CH:9]=[C:10]4[C:2]=3[CH3:1])=[C:35]([CH3:37])[N:36]=2)[N:30]=[C:31]([CH3:33])[CH:32]=1)[CH2:25][CH3:26])[CH3:23] |f:5.6.7|. Reported procedure: 149 mg of 3-Methyl-thieno[2,3-c]pyridine (1.0 mmol) is dissolved in 3.0 ml of dry THF and cooled to −78° C. 0.48 ml of n-BuLi 2.5M in hexane (1.2 mmol) is added at −78° C. and stirred at −78° C. for 10 min and room temperature for 10 min. The reaction vessel is cooled to −78° C. again and 2.6 ml of 0.5M ZnCl2 in THF (1.3 mmol) is added at −78° C. and stirred at room temperature for 15 min. 274 mg of 8-(1-ethyl-propyl)-3-iodo-2,6-dimethyl-imidazo[1,2-b]pyridazine (2151431) (0.8 mmol) and 41 mg of... Reactants: Br, N=C(CF)SCc1ccccc1, CCCCOC(=O)NCC#CCN=[N+]=[N-]. Product: Br, CCCCOC(=O)NCC#CCNC(=N)CF. Reaction SMILES: [BrH:16].[CH2:17]([S:18][C:25]([CH2:26][F:27])=[NH:28])[c:19]1[cH:20][cH:21][cH:22][cH:23][cH:24]1.[N:1](=[N+:2]=[N-:3])[CH2:4][C:5]#[C:6][CH2:7][NH:8][C:9](=[O:10])[O:11][CH2:12][CH2:13][CH2:14][CH3:15]>>[BrH:16].[NH:1]([CH2:4][C:5]#[C:6][CH2:7][NH:8][C:9](=[O:10])[O:11][CH2:12][CH2:13][CH2:14][CH3:15])[C:25]([CH2:26][F:27])=[NH:28].